From a dataset of the Open Reaction Database (ORD), a public repository of structured organic reaction records. describe an organic reaction: reactants, conditions, products, and yield The reactants are BrC1=CC=C2CCC(C2=C1)=O (6-Bromo-indan-1-one), CNC (dimethyl-amine), C(C)(=O)O[BH-](OC(C)=O)OC(C)=O.[Na+] (Sodium triacetoxyborohydride). The solvent is ClCCCl (1,2-dichloroethane). Run at temperature 120 celsius. Product: BrC1=CC=C2CCC(C2=C1)N(C)C ((6-bromo-indan-1-yl)-dimethyl-amine). Reaction SMILES: [Br:1][C:2]1[CH:10]=[C:9]2[C:5]([CH2:6][CH2:7][C:8]2=O)=[CH:4][CH:3]=1.[CH3:12][NH:13][CH3:14].C(O[BH-](OC(=O)C)OC(=O)C)(=O)C.[Na+]>ClCCCl>[Br:1][C:2]1[CH:10]=[C:9]2[C:5]([CH2:6][CH2:7][CH:8]2[N:13]([CH3:14])[CH3:12])=[CH:4][CH:3]=1 |f:2.3|. Procedure details: (Method 1): 6-Bromo-indan-1-one (0.23 mmol) and dimethyl-amine (0.71 mmol) were mixed in 3 ml of 1,2-dichloroethane in a process vial, which was sealed with a septum. Sodium triacetoxyborohydride (0.47 mmol) was added under argon atmosphere. The suspension was subjected to microwave irradiating conditions (CEM Discover® equipped with a CEM Explorer® automated reaction handling module). The reaction mixture was heated for 5 min at 120° C. and then cooled. The crude was evaporated to dryness and t...